From a dataset of the Open Reaction Database (ORD), a public repository of structured organic reaction records. describe an organic reaction: reactants, conditions, products, and yield The reactants are COC(=O)c1[nH]cnc1CN(CCO)Cc1ccccc1, ClCCl, O=S(Cl)Cl. Yields the product COC(=O)c1[nH]cnc1CN(CCCl)Cc1ccccc1. Reaction SMILES: [CH2:5]([c:6]1[cH:7][cH:8][cH:9][cH:10][cH:11]1)[N:12]([CH2:13][CH2:14][OH:15])[CH2:16][c:17]1[n:18][cH:19][nH:20][c:21]1[C:22](=[O:23])[O:24][CH3:25].[Cl:26][CH2:27][Cl:28].[S:1]([Cl:2])([Cl:3])=[O:4]>>[Cl:3][CH2:14][CH2:13][N:12]([CH2:5][c:6]1[cH:7][cH:8][cH:9][cH:10][cH:11]1)[CH2:16][c:17]1[n:18][cH:19][nH:20][c:21]1[C:22](=[O:23])[O:24][CH3:25]. The reactants are CC(C)N1CCN(Cc2cnc([O-])c(C#N)c2)CC1, CC#N, CC(C)O, Cl, [Na+], [Na+], C1COCCO1, [OH-], O, O=P(Cl)(Cl)Cl. The product is CC(C)N1CCN(Cc2cnc(Cl)c(C#N)c2)CC1. As a reaction SMILES: [C:8](#[N:9])[c:10]1[c:11]([O-:26])[n:12][cH:13][c:14]([CH2:16][N:17]2[CH2:18][CH2:19][N:20]([CH:23]([CH3:24])[CH3:25])[CH2:21][CH2:22]2)[cH:15]1.[CH3:35][C:36]#[N:37].[CH:39]([OH:40])([CH3:41])[CH3:42].[ClH:1].[Na+:27].[Na+:34].[O:2]1[CH2:3][CH2:4][O:5][CH2:6][CH2:7]1.[OH-:33].[OH2:38].[P:28]([Cl:29])([Cl:30])([Cl:31])=[O:32]>>[C:8](#[N:9])[c:10]1[c:11]([Cl:30])[n:12][cH:13][c:14]([CH2:16][N:17]2[CH2:18][CH2:19][N:20]([CH:23]([CH3:24])[CH3:25])[CH2:21][CH2:22]2)[cH:15]1. Reactants: O=C(O)c1ccccc1Br, O, O=[N+]([O-])O, O=S(=O)(O)O. The product is O=C(O)c1cc([N+](=O)[O-])ccc1Br. As a reaction SMILES: [Br:1][c:2]1[c:3]([C:4](=[O:5])[OH:6])[cH:7][cH:8][cH:9][cH:10]1.[OH2:20].[OH:16][N+:17]([O-:18])=[O:19].[S:11](=[O:12])(=[O:13])([OH:14])[OH:15]>>[Br:1][c:2]1[c:3]([C:4](=[O:5])[OH:6])[cH:7][c:8]([N+:17](=[O:16])[O-:18])[cH:9][cH:10]1. As a reaction SMILES: [Cl:1][C:2]1[N:7]=[C:6]([N:8]2[CH2:13][CH2:12][C:11](=O)[CH2:10][CH2:9]2)[CH:5]=[N:4][CH:3]=1.N.[BH3-]C#[N:18].[Na+].Cl>CO>[ClH:1].[Cl:1][C:2]1[N:7]=[C:6]([N:8]2[CH2:13][CH2:12][CH:11]([NH2:18])[CH2:10][CH2:9]2)[CH:5]=[N:4][CH:3]=1 |f:2.3,6.7|. Reaction conditions: time 60 hour. Procedure details: To a solution of 17.1 g (81 mmol) 6-chloro-2-(4-oxopiperidino)pyrazine in 250 ml methanol which has been saturated with gaseous NH3 is added 62.4 g (0.81 mol) NH4OAc and 5.0 g (80 mmol) NaCNBH3. After stirring at 20°-25° C. for 60 hours, the MeOH is removed in vacuo. Water is added to the residue, and the pH is adjusted to 14. The product is extracted into ethyl acetate which is dried and concentrated. Chromatography of the residue over silica gel, eluting with 5% MeOH/CHCl3 saturated with NH3, ... The solvent is CO (methanol). Yields the product Cl.ClC1=CN=CC(=N1)N1CCC(CC1)N (6-chloro-2-(4-aminopiperidino)pyrazine hydrochloride). Reactants: ClC1=CN=CC(=N1)N1CCC(CC1)=O (6-chloro-2-(4-oxopiperidino)pyrazine), hydrochloride salt, N (NH3), NH4OAc, [BH3-]C#N.[Na+] (NaCNBH3), Cl (HCl). Starting materials: [Br-], CCc1ccc(-c2ccc(-c3ccc(C=O)[se]3)c(F)c2F)cc1, CCC[P+](c1ccccc1)(c1ccccc1)c1ccccc1, C1CCOC1, CC(C)(C)[O-], Cl, [K+], O. Yields the product CCC=Cc1ccc(-c2ccc(-c3ccc(CC)cc3)c(F)c2F)[se]1. RXN SMILES: [Br-:1].[CH2:24]([CH3:25])[c:26]1[cH:27][cH:28][c:29](-[c:32]2[c:33]([F:46])[c:34]([F:45])[c:35](-[c:38]3[cH:39][cH:40][c:41]([CH:43]=[O:44])[se:42]3)[cH:36][cH:37]2)[cH:30][cH:31]1.[CH2:2]([CH2:3][CH3:4])[P+:5]([c:6]1[cH:7][cH:8][cH:9][cH:10][cH:11]1)([c:12]1[cH:13][cH:14][cH:15][cH:16][cH:17]1)[c:18]1[cH:19][cH:20][cH:21][cH:22][cH:23]1.[CH2:54]1[O:55][CH2:56][CH2:57][CH2:58]1.[CH3:47][C:48]([CH3:49])([O-:50])[CH3:51].[ClH:53].[K+:52].[OH2:59]>>[CH:2]([CH2:3][CH3:4])=[CH:43][c:41]1[cH:40][cH:39][c:38](-[c:35]2[c:34]([F:45])[c:33]([F:46])[c:32](-[c:29]3[cH:28][cH:27][c:26]([CH2:24][CH3:25])[cH:31][cH:30]3)[cH:37][cH:36]2)[se:42]1. The reactants are CC1(C(C1C(C(Br)(Cl)Cl)Br)C(=O)Cl)C (2,2-dimethyl-3-(1-bromo-2,2-dichloro-2-bromoethyl)-cyclopropanecarboxylic acid chloride), O(C1=CC=CC=C1)C=1C=C(C(C=C)O)C=CC1 (3-phenoxy-α-vinyl-benzyl alcohol), N1=CC=CC=C1 (pyridine). Run in C1=CC=CC=C1 (benzene), C1=CC=CC=C1 (benzene), ice water. Conditions: time 2 hour. Yields the product O(C1=CC=CC=C1)C=1C=C(C(C=C)OC(=O)C2C(C2C(C(Br)(Cl)Cl)Br)(C)C)C=CC1 (2,2-dimethyl-3-(1-bromo-2,2-dichloro-2-bromoethyl)-cyclopropanecarboxylic acid-3-(phenoxy)-α-vinyl-benzyl ester). RXN SMILES: N1C=CC=CC=1.[O:7]([C:14]1[CH:15]=[C:16]([CH:21]=[CH:22][CH:23]=1)[CH:17]([OH:20])[CH:18]=[CH2:19])[C:8]1[CH:13]=[CH:12][CH:11]=[CH:10][CH:9]=1.[CH3:24][C:25]1([CH3:37])[CH:27]([CH:28]([Br:33])[C:29]([Cl:32])([Cl:31])[Br:30])[CH:26]1[C:34](Cl)=[O:35]>C1C=CC=CC=1>[O:7]([C:14]1[CH:15]=[C:16]([CH:21]=[CH:22][CH:23]=1)[CH:17]([O:20][C:34]([CH:26]1[CH:27]([CH:28]([Br:33])[C:29]([Cl:31])([Cl:32])[Br:30])[C:25]1([CH3:37])[CH3:24])=[O:35])[CH:18]=[CH2:19])[C:8]1[CH:9]=[CH:10][CH:11]=[CH:12][CH:13]=1. Procedure details: 3.2 g of pyridine in 10 ml of benzene is added dropwise at 5° C., with stirring, to 8 g of 3-phenoxy-α-vinyl-benzyl alcohol in 30 ml of benzene. After the addition of 14 g of 2,2-dimethyl-3-(1-bromo-2,2-dichloro-2-bromoethyl)-cyclopropanecarboxylic acid chloride at 10° C., the mixture is stirred for 2 hours at room temperature, and is allowed to stand for a further 10 hours at this temperature. The reaction mixture is diluted with ice water; the organic layer is extracted three times with 100ml ... Starting materials: [Li]CCCC, Cc1ccc(C=O)cc1, COC[P+](c1ccccc1)(c1ccccc1)c1ccccc1, CCOCC, [Cl-], [Cl-], [Na+]. Yields the product COC=Cc1ccc(C)cc1. RXN SMILES: [CH2:24]([Li:25])[CH2:26][CH2:27][CH3:28].[CH3:29][c:30]1[cH:31][cH:32][c:33]([CH:34]=[O:35])[cH:36][cH:37]1.[CH3:2][O:3][CH2:4][P+:5]([c:6]1[cH:7][cH:8][cH:9][cH:10][cH:11]1)([c:12]1[cH:13][cH:14][cH:15][cH:16][cH:17]1)[c:18]1[cH:19][cH:20][cH:21][cH:22][cH:23]1.[CH3:40][CH2:41][O:42][CH2:43][CH3:44].[Cl-:1].[Cl-:39].[Na+:38]>>[CH3:2][O:3][CH:4]=[CH:34][c:33]1[cH:32][cH:31][c:30]([CH3:29])[cH:37][cH:36]1.